From a dataset of the Open Reaction Database (ORD), a public repository of structured organic reaction records. describe an organic reaction: reactants, conditions, products, and yield Starting materials: C(C)(=O)OC1=C(C2=C(C=C(C(O2)=O)C(=O)O)C=C1)OC(C)=O (7,8-diacetoxy-2-oxo-2H-1-benzopyran-3-carboxylic acid), S(=O)(Cl)Cl (thionyl chloride). Reagents/catalysts: CN(C=O)C (dimethylformamide). Solvent: C1=CC=CC=C1 (benzene). The product is C(C)(=O)OC1=C(C2=C(C=C(C(O2)=O)C(=O)Cl)C=C1)OC(C)=O (7,8-diacetoxy-2-oxo-2H-1-benzopyran-3-carbonyl chloride). RXN SMILES: [C:1]([O:4][C:5]1[CH:18]=[CH:17][C:8]2[CH:9]=[C:10]([C:14](O)=[O:15])[C:11](=[O:13])[O:12][C:7]=2[C:6]=1[O:19][C:20](=[O:22])[CH3:21])(=[O:3])[CH3:2].S(Cl)([Cl:25])=O>CN(C)C=O.C1C=CC=CC=1>[C:1]([O:4][C:5]1[CH:18]=[CH:17][C:8]2[CH:9]=[C:10]([C:14]([Cl:25])=[O:15])[C:11](=[O:13])[O:12][C:7]=2[C:6]=1[O:19][C:20](=[O:22])[CH3:21])(=[O:3])[CH3:2]. Procedure: A mixture of 7,8-diacetoxy-2-oxo-2H-1-benzopyran-3-carboxylic acid (612 mg), thionyl chloride (0.5 mL), dimethylformamide (one drop), and benzene (40 mL) was refluxed for 1 hour and then concentrated to about 10 mL. Hexane (20 mL) was added and the separated precipitates were filtered off, followed by vacuum drying, to yield 7,8-diacetoxy-2-oxo-2H-1-benzopyran-3-carbonyl chloride (600 mg).